describe an organic reaction: reactants, conditions, products, and yield From a dataset of the Open Reaction Database (ORD), a public repository of structured organic reaction records. Starting materials: C(#N)C(C)(C#N)C1=CC=C(C=C1)OC (4-(1,1-dicyanoethyl)anisole), C(#N)C1(CC1)C=1C=CC(=C(C=O)C1)OC (5-(1-Cyanocyclopropyl)-2-methoxybenzaldehyde). Yields the product C(#N)C(C)(C#N)C=1C=CC(=C(C=O)C1)OC (5-(1,1-dicyanoethyl)-2-methoxybenzaldehyde). Reaction SMILES: [C:1]([C:3]([C:7]1[CH:12]=[CH:11][C:10]([O:13][CH3:14])=[CH:9][CH:8]=1)([C:5]#[N:6])[CH3:4])#[N:2].C(C1(C2C=CC(OC)=C(C=2)[CH:25]=[O:26])CC1)#N>>[C:5]([C:3]([C:7]1[CH:12]=[CH:11][C:10]([O:13][CH3:14])=[C:9]([CH:8]=1)[CH:25]=[O:26])([C:1]#[N:2])[CH3:4])#[N:6]. Reported procedure: This compound was prepared from Compound 36 in the same manner of Compound 2. The reactants are C(C)OC(N(CC1=CC=CC=C1)C1=C(C(=NC(=C1)C(F)(F)F)Cl)[N+](=O)[O-])=O (Ethyl-[2-chloro-3-nitro-6-(trifluoromethyl)-pyridin-4-yl]-benzylcarbamate), N (ammonia). The solvent is O1CCCC1 (tetrahydrofuran). Reaction conditions: temperature 80 celsius, time 2 hour. Yields the product C(C)OC(N(CC1=CC=CC=C1)C1=C(C(=NC(=C1)C(F)(F)F)N)[N+](=O)[O-])=O (Ethyl-[2-amino-3-nitro-6-(trifluoromethyl)-pyridin-4-yl]-benzylcarbamate). RXN SMILES: [CH2:1]([O:3][C:4](=[O:27])[N:5]([C:13]1[CH:18]=[C:17]([C:19]([F:22])([F:21])[F:20])[N:16]=[C:15](Cl)[C:14]=1[N+:24]([O-:26])=[O:25])[CH2:6][C:7]1[CH:12]=[CH:11][CH:10]=[CH:9][CH:8]=1)[CH3:2].[NH3:28]>O1CCCC1>[CH2:1]([O:3][C:4](=[O:27])[N:5]([C:13]1[CH:18]=[C:17]([C:19]([F:22])([F:21])[F:20])[N:16]=[C:15]([NH2:28])[C:14]=1[N+:24]([O-:26])=[O:25])[CH2:6][C:7]1[CH:12]=[CH:11][CH:10]=[CH:9][CH:8]=1)[CH3:2]. Reported procedure: Ethyl-[2-chloro-3-nitro-6-(trifluoromethyl)-pyridin-4-yl]-benzylcarbamate (63 gm 160 mmol) was dissolved in tetrahydrofuran (300 mL) and to this was added 0.880 ammonia solution (100 mL) to give two phases. This was transferred to a pressure vessel, sealed and heated to 80° C. with stirring for 2 hours. The tetrahydrofuran was evaporated and the residue was partitioned between saturated brine and diethyl ether. The organic extracts were dried over sodium sulphate, filtered and evaporated to give... Starting materials: C(C=C)C12C3C(C(C=C1)C2)C(=O)OC3=O (allylbicyclo[2.2.1]hept-5-ene-2,3-dicarboxylic anhydride), C(O)CN (monoethanolamine). The product is OCCN=C(O)C1C2(C=CC(C1C(=O)O)C2)CC=C (Allylbicyclo[2.2.1]hept-5-ene-2,3-dicarboxylic acid-N-(2'-hydroxyethyl)imide). Reaction SMILES: [CH2:1]([C:4]12[CH2:10][CH:7]([CH:8]=[CH:9]1)[CH:6]1[C:11]([O:13][C:14](=[O:15])[CH:5]21)=[O:12])[CH:2]=[CH2:3].[CH2:16]([CH2:18][NH2:19])[OH:17]>>[OH:17][CH2:16][CH2:18][N:19]=[C:14]([CH:5]1[CH:6]([C:11]([OH:13])=[O:12])[CH:7]2[CH2:10][C:4]1([CH2:1][CH:2]=[CH2:3])[CH:9]=[CH:8]2)[OH:15]. Reported procedure: 760 g of allylbicyclo[2.2.1]hept-5-ene-2,3-dicarboxylic anhydride (isomeric mixture) are placed into the reaction vessel, and 227.55 g of monoethanolamine are added dropwise with stirring. The mixture is refluxed for 2 hours, and water and some excess monoethanolamine are distilled off until a temperature of 175° C. is reached. The pressure is then decreased to 2670 Pa. The temperature is lowered to 100° C. and the product is rectified at 4.9 Pa. At between 170° and 174° C., there distil over 71...